This data is from the Open Reaction Database (ORD), a public repository of structured organic reaction records. The task is: describe an organic reaction: reactants, conditions, products, and yield Starting materials: C1(=CC=CC=C1)S(=O)(=O)C1=C(N=C2N(C1=N)C=CC=C2)SC (3-Benzenesulfonyl-2-methylsulfanyl-pyrido[1,2-a]pyrimidin-4-ylideneamine), ClC=1C=C(C(=O)OO)C=CC1 (3-chloroperoxybenzoic acid), 2,6-tert-butyl-4-methylpyridine. Run in C(Cl)Cl (methylenechloride). Run at time 2 hour. Yields the product C1(=CC=CC=C1)S(=O)(=O)C1=C(N=C2N(C1=N)C=CC=C2)S(=O)C (3-Benzenesulfonyl-2-methanesulfinyl-pyrido[1,2-a]pyrimidin-4-ylideneamine). The yield is 68.0%. As a reaction SMILES: [C:1]1([S:7]([C:10]2[C:15](=[NH:16])[N:14]3[CH:17]=[CH:18][CH:19]=[CH:20][C:13]3=[N:12][C:11]=2[S:21][CH3:22])(=[O:9])=[O:8])[CH:6]=[CH:5][CH:4]=[CH:3][CH:2]=1.ClC1C=C(C=CC=1)C(OO)=[O:28]>C(Cl)Cl>[C:1]1([S:7]([C:10]2[C:15](=[NH:16])[N:14]3[CH:17]=[CH:18][CH:19]=[CH:20][C:13]3=[N:12][C:11]=2[S:21]([CH3:22])=[O:28])(=[O:9])=[O:8])[CH:2]=[CH:3][CH:4]=[CH:5][CH:6]=1. Reported procedure: 3-Benzenesulfonyl-2-methylsulfanyl-pyrido[1,2-a]pyrimidin-4-ylideneamine (50 mg, 0.15 mmol) was dissolved in anhydrous methylenechloride (2 ml) to which 3-chloroperoxybenzoic acid powder (32 mg, 50-60%, ˜0.11 mmol) was added at 0° C. and stirred for 2 hours. In order to neutralize the reaction mixture, 2,6-tert-butyl-4-methylpyridine (38 mg, 90%, 0.17 mmol) was added. After concentration, the crude mixture was purified by preparative HPLC (XTerra™ MS C18 5.0 mM, MeOH/H2O as the eluent) to yield ...